Dataset: the Open Reaction Database (ORD), a public repository of structured organic reaction records. Task: describe an organic reaction: reactants, conditions, products, and yield Reactants: Cl.ClC(C=1NCCCCCN1)(C1=CC=CC=C1)C1=CC=CC=C1 (2-(Chlorodiphenylmethyl)-1,4,5,6,7,8-hexahydro-1,3-diazocine hydrochloride), C[O-].[Na+] (sodium methoxide). The solvent is CO (methanol). The product is COC(C=1NCCCCCN1)(C1=CC=CC=C1)C1=CC=CC=C1 (2-(Methoxydiphenylmethyl)-1,4,5,6,7,8-hexahydro-1,3-diazocine). RXN SMILES: Cl.Cl[C:3]([C:18]1[CH:23]=[CH:22][CH:21]=[CH:20][CH:19]=1)([C:12]1[CH:17]=[CH:16][CH:15]=[CH:14][CH:13]=1)[C:4]1[NH:5][CH2:6][CH2:7][CH2:8][CH2:9][CH2:10][N:11]=1.[CH3:24][O-:25].[Na+]>CO>[CH3:24][O:25][C:3]([C:18]1[CH:23]=[CH:22][CH:21]=[CH:20][CH:19]=1)([C:12]1[CH:17]=[CH:16][CH:15]=[CH:14][CH:13]=1)[C:4]1[NH:5][CH2:6][CH2:7][CH2:8][CH2:9][CH2:10][N:11]=1 |f:0.1,2.3|. Reported procedure: 2-(Chlorodiphenylmethyl)-1,4,5,6,7,8-hexahydro-1,3-diazocine hydrochloride (0.001 mole) is stirred at room temperature for 2 days in a solution of dry methanol (5 ml) containing sodium methoxide (0.002 mole). After removal of solvent the residue is dissolved in chloroform and washed with water. After drying over magnesium sulphate the solvent is removed to give the title compound. Reactants: ClC1=NC=2CC(CC2C=C1)CN1CC(CN2C1=NC(=CC2=O)C2=NC=NC=C2)(C)C ((+/−)9-(2-chloro-6,7-dihydro-5H-[1]pyrindin-6-ylmethyl)-7,7-dimethyl-2-(pyrimidin-4-yl)-6,7,8,9-tetrahydro-pyrimido[1,2-a]pyrimidin-4-one), C([O-])([O-])=O.[Na+].[Na+] (sodium carbonate), C1(=CC=CC=C1)B(O)O (phenyl-boronic acid), O (water). The reagents and catalysts are C=1C=CC(=CC1)[P](C=2C=CC=CC2)(C=3C=CC=CC3)[Pd]([P](C=4C=CC=CC4)(C=5C=CC=CC5)C=6C=CC=CC6)([P](C=7C=CC=CC7)(C=8C=CC=CC8)C=9C=CC=CC9)[P](C=1C=CC=CC1)(C=1C=CC=CC1)C=1C=CC=CC1 (tetrakis(triphenylphosphine)palladium). Solvent: C1(=CC=CC=C1)C (toluene), C(C)O (ethanol). Run at temperature 140 celsius, time 24 hour. Yields the product CC1(CN(C=2N(C(C=C(N2)C2=NC=NC=C2)=O)C1)CC1CC=2C=CC(=NC2C1)C1=CC=CC=C1)C ((+/−)7,7-Dimethyl-2-(pyrimidin-4-yl)-9-(2-phenyl-6,7-dihydro-5H-[1]pyrindin-6-ylmethyl)-6,7,8,9-tetrahydro-pyrimido[1,2-a]pyrimidine-4-one). The yield is 55.1%. Reaction SMILES: Cl[C:2]1[CH:10]=[CH:9][C:8]2[CH2:7][CH:6]([CH2:11][N:12]3[C:17]4=[N:18][C:19]([C:23]5[CH:28]=[CH:27][N:26]=[CH:25][N:24]=5)=[CH:20][C:21](=[O:22])[N:16]4[CH2:15][C:14]([CH3:30])([CH3:29])[CH2:13]3)[CH2:5][C:4]=2[N:3]=1.C(=O)([O-])[O-].[Na+].[Na+].[C:37]1(B(O)O)[CH:42]=[CH:41][CH:40]=[CH:39][CH:38]=1.O>C1(C)C=CC=CC=1.C(O)C.C1C=CC([P]([Pd]([P](C2C=CC=CC=2)(C2C=CC=CC=2)C2C=CC=CC=2)([P](C2C=CC=CC=2)(C2C=CC=CC=2)C2C=CC=CC=2)[P](C2C=CC=CC=2)(C2C=CC=CC=2)C2C=CC=CC=2)(C2C=CC=CC=2)C2C=CC=CC=2)=CC=1>[CH3:29][C:14]1([CH3:30])[CH2:15][N:16]2[C:21](=[O:22])[CH:20]=[C:19]([C:23]3[CH:28]=[CH:27][N:26]=[CH:25][N:24]=3)[N:18]=[C:17]2[N:12]([CH2:11][CH:6]2[CH2:5][C:4]3[N:3]=[C:2]([C:37]4[CH:42]=[CH:41][CH:40]=[CH:39][CH:38]=4)[CH:10]=[CH:9][C:8]=3[CH2:7]2)[CH2:13]1 |f:1.2.3,^1:60,62,81,100|. Procedure: A solution of 0.22 g (0.52 mmol) of (+/−)9-(2-chloro-6,7-dihydro-5H-[1]pyrindin-6-ylmethyl)-7,7-dimethyl-2-(pyrimidin-4-yl)-6,7,8,9-tetrahydro-pyrimido[1,2-a]pyrimidin-4-one in 3 ml of anhydrous toluene and 0.5 ml of ethanol was treated with 0.625 ml (2M solution in water) of sodium carbonate, 36 mg (0.03 mmol) of tetrakis(triphenylphosphine)palladium and 0.095 g (0.780 mmol) of phenyl-boronic acid. After being stirred for 24 h at 140° C., water was added, the mixture was extracted with dichlome... Starting materials: CC(COC1=CC=C(O1)C(=O)O)CCCCCCCCCCCC (5-(2-methyltetradecyloxy)-2-furancarboxylic acid), C(CCCCCCCCC\C=C/CC)OC1=CC=C(O1)C(=O)O (cis-5-(11-tetradecenyloxy)-2-furancarboxylic acid). The product is CC(COC1=CC=C(O1)C(=O)C)CCCCCCCCCCCC (methyl 5-(2-methyltetradecyloxy)-2-furyl ketone). As a reaction SMILES: [CH3:1][CH:2]([CH2:13][CH2:14][CH2:15][CH2:16][CH2:17][CH2:18][CH2:19][CH2:20][CH2:21][CH2:22][CH2:23][CH3:24])[CH2:3][O:4][C:5]1[O:9][C:8]([C:10]([OH:12])=O)=[CH:7][CH:6]=1.[CH2:25](OC1OC(C(O)=O)=CC=1)CCCCCCCCC/C=C\CC>>[CH3:1][CH:2]([CH2:13][CH2:14][CH2:15][CH2:16][CH2:17][CH2:18][CH2:19][CH2:20][CH2:21][CH2:22][CH2:23][CH3:24])[CH2:3][O:4][C:5]1[O:9][C:8]([C:10]([CH3:25])=[O:12])=[CH:7][CH:6]=1. Procedure details: In the procedure of Example 4(B) 5-(2-methyltetradecyloxy)-2-furancarboxylic acid was substituted for cis-5-(11-tetradecenyloxy)-2-furancarboxylic acid to yield methyl 5-(2-methyltetradecyloxy)-2-furyl ketone, M.P. 45°-47° C. Starting materials: [H-].[Al+3].[Li+].[H-].[H-].[H-] (Lithium aluminium hydride), C(C1=CC=CC=C1)N1CCN(CC1)C(C(C)C1=C(C=CC=C1)F)=O (4-benzyl-1-[2-(2-fluorophenyl)propanoyl]piperazine). Solvent: C1CCOC1 (THF). Reaction conditions: temperature 0 celsius, time 24 hour. Product: C(C1=CC=CC=C1)N1CCN(CC1)CC(C)C1=C(C=CC=C1)F (4-benzyl-1-[2-(2-fluorophenyl)propyl]piperazine). Yield: 59.7%. RXN SMILES: [H-].[Al+3].[Li+].[H-].[H-].[H-].[CH2:7]([N:14]1[CH2:19][CH2:18][N:17]([C:20](=O)[CH:21]([C:23]2[CH:28]=[CH:27][CH:26]=[CH:25][C:24]=2[F:29])[CH3:22])[CH2:16][CH2:15]1)[C:8]1[CH:13]=[CH:12][CH:11]=[CH:10][CH:9]=1>C1COCC1>[CH2:7]([N:14]1[CH2:15][CH2:16][N:17]([CH2:20][CH:21]([C:23]2[CH:28]=[CH:27][CH:26]=[CH:25][C:24]=2[F:29])[CH3:22])[CH2:18][CH2:19]1)[C:8]1[CH:9]=[CH:10][CH:11]=[CH:12][CH:13]=1 |f:0.1.2.3.4.5|. Reported procedure: Lithium aluminium hydride (1M, 34 ml) was added dropwise over 15 min to a 0° C. solution of 4-benzyl-1-[2-(2-fluorophenyl)propanoyl]piperazine (5.54 g, 0.017 mol) in THF (150 ml). The reaction mixture was stirred at 0° C. for 10 min and at room temperature for 24 h, cooled to 0° C. and quenched with water (1.6 ml), 4N NaOH (1.6 ml) and water (4.5 ml). The solid was filtered off through celite and the filtrate evaporated. Chromatography on silica gel with dichloromethane-methanol (99:1) yielded 4... The reactants are CN1N=C2C(N=CN=C2S)=C1O (2-methyl-3-hydroxy-7-mercapto-pyrazolo [4,3-d]pyrimidine), C([O-])([O-])=O.[K+].[K+] (potassium carbonate), ClCC(=O)OC (methyl chloroacetate). Run in CO (methanol). Run at temperature 60 celsius. Yields the product CN1N=C2C(N=CN=C2SCC(=O)OC)=C1O (2-Methyl-3-hydroxy-7-methoxycarbonylmethylthio-pyrazolo[4,3-d]pyrimidine). Reaction SMILES: [CH3:1][N:2]1[C:11]([OH:12])=[C:5]2[N:6]=[CH:7][N:8]=[C:9]([SH:10])[C:4]2=[N:3]1.C(=O)([O-])[O-].[K+].[K+].Cl[CH2:20][C:21]([O:23][CH3:24])=[O:22]>CO>[CH3:1][N:2]1[C:11]([OH:12])=[C:5]2[N:6]=[CH:7][N:8]=[C:9]([S:10][CH2:20][C:21]([O:23][CH3:24])=[O:22])[C:4]2=[N:3]1 |f:1.2.3|. Reported procedure: 1.5 g of 2-methyl-3-hydroxy-7-mercapto-pyrazolo [4,3-d]pyrimidine was suspended in 35 ml of methanol, and 1.25 g of anhydrous potassium carbonate and 1.07 g of methyl chloroacetate were sequentially added. The mixture was heated at 60° C. for 18 hours. Then, the solvent was distilled off. Water was added to the residue, and the residue was dissolved. Chloroform-soluble substances were extracted with chloroform and removed. Then, the aqueous layer was acidified with 1:1 hydrochloric acid, and the... Reactants: C(C)(C)C=1N=C(SC1)/C=C/C1=CC=2N(C(C(=C(N2)OS(=O)(=O)C2=CC=C(C=C2)C)/C=C/C(=O)OC(C)(C)C)=O)C=C1 (tert-butyl (E)-3-{8-[(E)-2-(4-isopropyl-1,3-thiazol-2-yl)-1-ethenyl]-2-{[(4-methylphenyl)sulfonyl]oxy}-4-oxo-4H-pyrido[1,2-a]pyrimidin-3-yl}-2-propenoate), C(C)(C)C=1N=C(SC1)/C=C/C1=CC=2N(C(C(=C(N2)OS(=O)(=O)C2=CC=C(C=C2)C)/C=C/C(=O)OC(C)(C)C)=O)C=C1 (tert-Butyl (E)-3-{8-[(E)-2-(4-isopropyl-1,3-thiazol-2-yl)-1-ethenyl]-2-{[(4-methyl-phenyl)sulfonyl]oxy}-4-oxo-4H-pyrido[1,2-a]pyrimidin-3-yl}-2-propenoate), N1CCOCC1 (morpholine). The solvent is CN(C=O)C (dimethylformamide). Reaction conditions: time 8 hour. Product: C(C)(C)C=1N=C(SC1)/C=C/C1=CC=2N(C(C(=C(N2)N2CCOCC2)/C=C/C(=O)OC(C)(C)C)=O)C=C1 (tert-Butyl (E)-3-{8-[(E)-2-(4-isopropyl-1,3-thiazol-2-yl)-1-ethenyl]-2-morpholino-4-oxo-4H-pyrido[1,2-a]pyrimidin-3-yl}-2-propenoate). Yield: 86.7%. As a reaction SMILES: [CH:1]([C:4]1[N:5]=[C:6](/[CH:9]=[CH:10]/[C:11]2[CH:41]=[CH:40][N:14]3[C:15](=[O:39])[C:16](/[CH:30]=[CH:31]/[C:32]([O:34][C:35]([CH3:38])([CH3:37])[CH3:36])=[O:33])=[C:17](OS(C4C=CC(C)=CC=4)(=O)=O)[N:18]=[C:13]3[CH:12]=2)[S:7][CH:8]=1)([CH3:3])[CH3:2].[NH:42]1[CH2:47][CH2:46][O:45][CH2:44][CH2:43]1>CN(C)C=O>[CH:1]([C:4]1[N:5]=[C:6](/[CH:9]=[CH:10]/[C:11]2[CH:41]=[CH:40][N:14]3[C:15](=[O:39])[C:16](/[CH:30]=[CH:31]/[C:32]([O:34][C:35]([CH3:36])([CH3:38])[CH3:37])=[O:33])=[C:17]([N:42]4[CH2:47][CH2:46][O:45][CH2:44][CH2:43]4)[N:18]=[C:13]3[CH:12]=2)[S:7][CH:8]=1)([CH3:3])[CH3:2]. Procedure: The tert-butyl (E)-3-{8-[(E)-2-(4-isopropyl-1,3-thiazol-2-yl)-1-ethenyl]-2-{[(4-methylphenyl)sulfonyl]oxy}-4-oxo-4H-pyrido[1,2-a]pyrimidin-3-yl}-2-propenoate (9.0 mg, 0.0152 mmol) obtained in (A) was dissolved in dimethylformamide (0.75 ml), added with morpholine (13.2 μl, 0.152 mmol), and stirred overnight at room temperature. The reaction mixture was concentrated, and then the residue was purified by thin layer chromatography (n-hexane:ethyl acetate=1:1, v/v) to obtain the title compound (6.7 ...